From a dataset of the Open Reaction Database (ORD), a public repository of structured organic reaction records. describe an organic reaction: reactants, conditions, products, and yield Starting materials: C(#N)C=1C=NC=C(C1)C(F)(F)F.N1C(C=CC=C1)=O (3-cyano-5-trifluoromethylpyrdine 2-pyridone), P(Cl)(Cl)(Cl)(Cl)Cl (phosphorus pentachloride), phosphonylchloride, ice water. The product is ClC1=NC=C(C=C1C#N)C(F)(F)F (2-chloro-3-cyano-5trifluoromethyl-pyridine). Reaction SMILES: [C:1]([C:3]1[CH:4]=[N:5][CH:6]=[C:7]([C:9]([F:12])([F:11])[F:10])[CH:8]=1)#[N:2].N1C=CC=CC1=O.P(Cl)(Cl)(Cl)(Cl)[Cl:21]>>[Cl:21][C:4]1[C:3]([C:1]#[N:2])=[CH:8][C:7]([C:9]([F:12])([F:10])[F:11])=[CH:6][N:5]=1 |f:0.1|. Reported procedure: A mixture of 3-cyano-5-trifluoromethylpyrdine-2-pyridone (250 mg), phosphorus pentachloride (550 mgs) and phosphonylchloride (0.62 ml) were heated at the reflux temperature for 8 hours. After cooling to ambient temperature (ca 28° C.) the reaction mixture was poured into ice/water and rigourously extracted with ethylacetate. The combined organic layers were washed with aqueous sodium bicarbonate solution followed by brine, and finally dried over anhydrous magnesium sulphate. Removal of the solve...